Dataset: the Open Reaction Database (ORD), a public repository of structured organic reaction records. Task: describe an organic reaction: reactants, conditions, products, and yield Reactants: C(C)(C)(C)OC(=O)C=1C(=NC2=CC=C(C=C2C1C1=CC(=CC=C1)Cl)Cl)N1CCCC1 (6-chloro-4-(3-chloro-phenyl)-2-pyrrolidin-1-yl-quinoline-3-carboxylic acid tert-butyl ester), Cl (HCl), solid. Run in O1CCOCC1 (dioxane). Yields the product ClC=1C=C2C(=C(C(=NC2=CC1)N1CCCC1)C(=O)O)C1=CC(=CC=C1)Cl (6-Chloro-4-(3-chloro-phenyl)-2-pyrrolidin-1-yl-quinoline-3-carboxylic acid). RXN SMILES: C([O:5][C:6]([C:8]1[C:9]([N:26]2[CH2:30][CH2:29][CH2:28][CH2:27]2)=[N:10][C:11]2[C:16]([C:17]=1[C:18]1[CH:23]=[CH:22][CH:21]=[C:20]([Cl:24])[CH:19]=1)=[CH:15][C:14]([Cl:25])=[CH:13][CH:12]=2)=[O:7])(C)(C)C.Cl>O1CCOCC1>[Cl:25][C:14]1[CH:15]=[C:16]2[C:11](=[CH:12][CH:13]=1)[N:10]=[C:9]([N:26]1[CH2:27][CH2:28][CH2:29][CH2:30]1)[C:8]([C:6]([OH:7])=[O:5])=[C:17]2[C:18]1[CH:23]=[CH:22][CH:21]=[C:20]([Cl:24])[CH:19]=1. Procedure details: The title compound was prepared in analogy to example 91 step E from 6-chloro-4-(3-chloro-phenyl)-2-pyrrolidin-1-yl-quinoline-3-carboxylic acid tert-butyl ester (70 mg, 0.16 mmol) and 4N HCl in dioxane. Off white solid (44 mg, 72%). LC-MS (ESI): 387 (M+H)+. Starting materials: C(C)N(C1=CC=C(C=O)C=C1)CC (p-diethylaminobenzaldehyde), C1(CCCC1)=O (cyclopentanone). Run in [OH-].[K+] (potassium hydroxide), CO (methanol). The product is C(C)N(C1=CC=C(C=C2C(C(CC2)=CC2=CC=C(C=C2)N(CC)CC)=O)C=C1)CC (2,5-bis(4-diethylaminobenzylidene)cyclopentanone). RXN SMILES: [CH2:1]([N:3]([CH2:12][CH3:13])[C:4]1[CH:11]=[CH:10][C:7]([CH:8]=O)=[CH:6][CH:5]=1)[CH3:2].[C:14]1(=[O:19])[CH2:18][CH2:17][CH2:16][CH2:15]1>[OH-].[K+].CO>[CH2:1]([N:3]([CH2:12][CH3:13])[C:4]1[CH:11]=[CH:10][C:7]([CH:8]=[C:15]2[CH2:16][CH2:17][C:18](=[CH:8][C:7]3[CH:10]=[CH:11][C:4]([N:3]([CH2:1][CH3:2])[CH2:12][CH3:13])=[CH:5][CH:6]=3)[C:14]2=[O:19])=[CH:6][CH:5]=1)[CH3:2] |f:2.3|. Reported procedure: About 110 g of p-diethylaminobenzaldehyde were dissolved in a solution of 80 g of potassium hydroxide in 1000 mL of methanol. About 26 g of cyclopentanone were added with stirring and the reaction mixture was heated under reflux on a steam bath for 3 hr. After chilling in the freezer, a solid precipitate was collected, washed with alcohol and recrystallized from a mixture of alcohol and acetonitrile. The title compound was confirmed by its NMR spectrum. This dye has an ε488 /MW of 188. The reactants are ClCCOCC1=CC=CC=2C(C(=C(OC21)C2=CC=CC=C2)C)=O (8-(2-Chloroethoxymethyl)-3-methyl-4-oxo-2-phenyl-4H-1-benzopyran), COC1=C(C=CC=C1)N1CCNCC1 (1-(2-methoxyphenyl)piperazine), [I-].[K+] (potassium iodide), C([O-])([O-])=O.[K+].[K+] (potassium carbonate). Solvent: CN(C=O)C (dimethylformamide), O (water). Reaction conditions: temperature 90 celsius, time 7 hour. Product: Cl.Cl.COC1=C(C=CC=C1)N1CCN(CC1)CCOCC1=CC=CC=2C(C(=C(OC21)C2=CC=CC=C2)C)=O (8-{2-[4-(2-Methoxyphenyl)-1-piperazinyl]-ethoxymethyl}-3-methyl-4-oxo-2-phenyl-4H-1-benzopyran dihydrochloride). The yield is 153.6%. Reaction SMILES: [Cl:1][CH2:2][CH2:3][O:4][CH2:5][C:6]1[C:15]2[O:14][C:13]([C:16]3[CH:21]=[CH:20][CH:19]=[CH:18][CH:17]=3)=[C:12]([CH3:22])[C:11](=[O:23])[C:10]=2[CH:9]=[CH:8][CH:7]=1.[CH3:24][O:25][C:26]1[CH:31]=[CH:30][CH:29]=[CH:28][C:27]=1[N:32]1[CH2:37][CH2:36][NH:35][CH2:34][CH2:33]1.[I-].[K+].C(=O)([O-])[O-].[K+].[K+]>CN(C)C=O.O>[ClH:1].[ClH:1].[CH3:24][O:25][C:26]1[CH:31]=[CH:30][CH:29]=[CH:28][C:27]=1[N:32]1[CH2:37][CH2:36][N:35]([CH2:2][CH2:3][O:4][CH2:5][C:6]2[C:15]3[O:14][C:13]([C:16]4[CH:21]=[CH:20][CH:19]=[CH:18][CH:17]=4)=[C:12]([CH3:22])[C:11](=[O:23])[C:10]=3[CH:9]=[CH:8][CH:7]=2)[CH2:34][CH2:33]1 |f:2.3,4.5.6,9.10.11|. Procedure details: A mixture of 4 g of Intermediate XVIII, 2.4 g of 1-(2-methoxyphenyl)piperazine, 1.96 g of potassium iodide and 1.65 g of anhydrous potassium carbonate in 40 ml of anhydrous dimethylformamide was stirred at 90° C. for 7 hours. After cooling to ambient temperature, the mixture was poured into water and extracted with dichloromethane. The combined extracts were washed with aqueous sodium chloride solution, dried on anhydrous sodium sulfate and evaporated to dryness in vacuo. The residue was crystal... Reactants: diphenyl-[4-[1H,1H,2H,2H-perfluorodecyl]phenyl]phosphine, bis(1H,1H,2H,2H-perfluorooctyl)azo-dicarboxylate, COC(C(C)(C)NC(=O)C1=C(C2=CC=CC=C2C=C1)O)=O (2-[(1-Hydroxy-naphthalene-2-carbonyl)-amino]-2-methyl-propionic acid methyl ester), S1C(=NC2=C1C=CC=C2)C(C)O (1-benzothiazol-2-yl-ethanol), diphenyl-[4-[1H,1H,2H,2H-perfluorodecyl]phenyl]phosphine, bis(1H,1H,2H,2H-perfluorooctyl)azodicarboxylate. The solvent is C1CCOC1 (THF), C1CCOC1 (THF). Conditions: time 16 hour. Yields the product COC(C(C)(C)NC(=O)C1=C(C2=CC=CC=C2C=C1)OC(C)C=1SC2=C(N1)C=CC=C2)=O (2-{[1-(1-benzothiazol-2-yl-ethoxy)-naphthalene-2-carbonyl]-amino}-2-methyl-propionic acid methyl ester). The yield is 81.3%. Reaction SMILES: [CH3:1][O:2][C:3](=[O:21])[C:4]([NH:7][C:8]([C:10]1[CH:19]=[CH:18][C:17]2[C:12](=[CH:13][CH:14]=[CH:15][CH:16]=2)[C:11]=1[OH:20])=[O:9])([CH3:6])[CH3:5].[S:22]1[C:26]2[CH:27]=[CH:28][CH:29]=[CH:30][C:25]=2[N:24]=[C:23]1[CH:31](O)[CH3:32]>C1COCC1>[CH3:1][O:2][C:3](=[O:21])[C:4]([NH:7][C:8]([C:10]1[CH:19]=[CH:18][C:17]2[C:12](=[CH:13][CH:14]=[CH:15][CH:16]=2)[C:11]=1[O:20][CH:31]([C:23]1[S:22][C:26]2[CH:27]=[CH:28][CH:29]=[CH:30][C:25]=2[N:24]=1)[CH3:32])=[O:9])([CH3:6])[CH3:5]. Reported procedure: To a solution of 108 mg 2-[(1-Hydroxy-naphthalene-2-carbonyl)-amino]-2-methyl-propionic acid methyl ester, 72 mg 1-benzothiazol-2-yl-ethanol and 372 mg diphenyl-[4-[1H,1H,2H,2H-perfluorodecyl]phenyl]phosphine in 2.5 mL dry THF a solution of 322 mg bis(1H,1H,2H,2H-perfluorooctyl)azodicarboxylate in 2.5 mL dry THF was added slowly at 0° C. After 16 h at room temperature and under argon atmosphere 372 mg diphenyl-[4-[1H,1H,2H,2H-perfluorodecyl]phenyl]phosphine and 322 mg bis(1H,1H,2H,2H-perfluorooc... The reactants are NCCNC(OC(C)(C)C)=O (tert-butyl N-(2-aminoethyl)carbamate), C(C)(C)N(CC)C(C)C (diisopropylethylamine), ClN1C=2C=C(C=NC2C=CC1)[N+](=O)[O-] (5-chloro-3-nitro[1,5]naphthyridine). Reagents/catalysts: NCCNC(OC(C)(C)C)=O (tert-butyl N-(2-aminoethyl)carbamate). The solvent is ClCCl (dichloromethane), ClCCl (dichloromethane), ClCCl (dichloromethane), ClCCl (dichloromethane). Yields the product [N+](=O)([O-])C=1C=NC2=CC=CN=C2C1NCCNC(OC(C)(C)C)=O (1,1-dimethylethyl N-{2-[(3-nitro[1,5]naphthyridin-4-yl)amino]ethyl}carbamate). The yield is 86.5%. As a reaction SMILES: C(N(C(C)C)CC)(C)C.Cl[N:11]1[CH2:20][CH:19]=[CH:18][C:17]2[N:16]=[CH:15][C:14]([N+:21]([O-:23])=[O:22])=[CH:13][C:12]1=2.[NH2:24][CH2:25][CH2:26][NH:27][C:28](=[O:34])[O:29][C:30]([CH3:33])([CH3:32])[CH3:31]>ClCCl.NCCNC(=O)OC(C)(C)C>[N+:21]([C:14]1[CH:15]=[N:16][C:17]2[C:12]([C:13]=1[NH:24][CH2:25][CH2:26][NH:27][C:28](=[O:34])[O:29][C:30]([CH3:32])([CH3:31])[CH3:33])=[N:11][CH:20]=[CH:19][CH:18]=2)([O-:23])=[O:22]. Procedure details: A solution of diisopropylethylamine (13.47 g, 0.10 mole) in dichloromethane (25 mL) was added to a solution of 5-chloro-3-nitro[1,5]naphthyridine (18.2 g, 0.086 mol) in dichloromethane (250 mL). A solution of tert-butyl N-(2-aminoethyl)carbamate (16.7 g, 0.10 mol) in dichloromethane (75 mL) was slowly added to the reaction mixture. The reaction mixture was heated at reflux overnight. Additional tert-butyl N-(2-aminoethyl)carbamate (1 g) was added and the reaction mixture was heated at reflux for...